From a dataset of the Open Reaction Database (ORD), a public repository of structured organic reaction records. describe an organic reaction: reactants, conditions, products, and yield The reactants are FC1=CC(=C(C(=O)OC)C=C1[N+](=O)[O-])COC (methyl 4-fluoro-2-(methoxymethyl)-5-nitrobenzoate), O1CC(CC1)C=1NC=CN1 (2-(tetrahydrofuran-3-yl)-1H-imidazole), C(C)#N (acetonitrile). Run in C(C)N(CC)CC (triethylamine). Run at temperature 70 celsius, time 5.5 hour. Yields the product COCC1=C(C(=O)OC)C=C(C(=C1)N1C(=NC=C1)C1COCC1)[N+](=O)[O-] (methyl 2-(methoxymethyl)-5-nitro-4-[2-(tetrahydrofuran-3-yl)-1H-imidazol-1-yl]benzoate). Isolated yield 74.6%. As a reaction SMILES: F[C:2]1[C:11]([N+:12]([O-:14])=[O:13])=[CH:10][C:5]([C:6]([O:8][CH3:9])=[O:7])=[C:4]([CH2:15][O:16][CH3:17])[CH:3]=1.[O:18]1[CH2:22][CH2:21][CH:20]([C:23]2[NH:24][CH:25]=[CH:26][N:27]=2)[CH2:19]1.C(#N)C>C(N(CC)CC)C>[CH3:17][O:16][CH2:15][C:4]1[CH:3]=[C:2]([N:24]2[CH:25]=[CH:26][N:27]=[C:23]2[CH:20]2[CH2:21][CH2:22][O:18][CH2:19]2)[C:11]([N+:12]([O-:14])=[O:13])=[CH:10][C:5]=1[C:6]([O:8][CH3:9])=[O:7]. Procedure: To a mixture of 6.0 g of methyl 4-fluoro-2-(methoxymethyl)-5-nitrobenzoate, 3.5 g of 2-(tetrahydrofuran-3-yl)-1H-imidazole, and 60 mL of acetonitrile was added 6.9 mL of triethylamine, followed by stirring at 70° C. for 5.5 hours. The reaction mixture was concentrated, and water and ethyl acetate were added thereto, followed by extraction with ethyl acetate. The organic layer was washed with saturated brine and then dried over anhydrous magnesium sulfate, and the solvent was evaporated under red... Reactants: C(=O)(OC(C)(C)C)N[C@@H](C(C)C)C(=O)O (N-Boc-L-valine), Cl.NN1C2=C(C3=C(C(C1=O)CCCCCC)C=CC=C3)C=CC=C2 (5-Amino-7-hexyl-5,7-dihydro-6H-dibenz[b,d]azepin-6-one Hydrochloride). Yields the product Cl.N[C@@H](C(C)C)C(=O)NN1C2=C(C3=C(C(C1=O)CCCCCC)C=CC=C3)C=CC=C2 (5-(L-Valinyl)amino-7-hexyl-5,7-dihydro-6H-dibenz[b,d]azepin-6-one Hydrochloride). RXN SMILES: C([NH:8][C@H:9]([C:13](O)=[O:14])[CH:10]([CH3:12])[CH3:11])(OC(C)(C)C)=O.[ClH:16].[NH2:17][N:18]1[C:24](=[O:25])[CH:23]([CH2:26][CH2:27][CH2:28][CH2:29][CH2:30][CH3:31])[C:22]2[CH:32]=[CH:33][CH:34]=[CH:35][C:21]=2[C:20]2[CH:36]=[CH:37][CH:38]=[CH:39][C:19]1=2>>[ClH:16].[NH2:8][C@H:9]([C:13]([NH:17][N:18]1[C:24](=[O:25])[CH:23]([CH2:26][CH2:27][CH2:28][CH2:29][CH2:30][CH3:31])[C:22]2[CH:32]=[CH:33][CH:34]=[CH:35][C:21]=2[C:20]2[CH:36]=[CH:37][CH:38]=[CH:39][C:19]1=2)=[O:14])[CH:10]([CH3:12])[CH3:11] |f:1.2,3.4|. Procedure details: Following General Procedure D and using N-Boc-L-valine (Aldrich) and 5-amino-7-hexyl-5,7-dihydro-6H-dibenz[b,d]azepin-6-one (Example 11), the title compound was prepared. The reactants are CC(C)(OC(=O)N1CCC(CC1)NCCCC)C (1-(1,1-Dimethylethoxycarbonyl)-4-(butylamino)piperidine), ClC1=NC=CC=C1[N+](=O)[O-] (2-chloro-3-nitropyridine), C(C)(C)N(CC)C(C)C (diisopropylethylamine). The solvent is CN1C(CCC1)=O (N-methyl-2-pyrrolidinone), O (water), C(Cl)Cl (methylene chloride). Reaction conditions: time 24 hour. Yields the product CC(C)(OC(=O)N1CCC(CC1)N(C1=NC=CC=C1[N+](=O)[O-])CCCC)C (1-(1,1-Dimethylethoxycarbonyl)-4-[N-butyl-N-(3-nitro-2-pyridinyl)amino]piperidine). Reaction SMILES: [CH3:1][C:2]([CH3:18])([O:4][C:5]([N:7]1[CH2:12][CH2:11][CH:10]([NH:13][CH2:14][CH2:15][CH2:16][CH3:17])[CH2:9][CH2:8]1)=[O:6])[CH3:3].Cl[C:20]1[C:25]([N+:26]([O-:28])=[O:27])=[CH:24][CH:23]=[CH:22][N:21]=1.C(N(C(C)C)CC)(C)C>CN1CCCC1=O.O.C(Cl)Cl>[CH3:3][C:2]([CH3:18])([O:4][C:5]([N:7]1[CH2:12][CH2:11][CH:10]([N:13]([CH2:14][CH2:15][CH2:16][CH3:17])[C:20]2[C:25]([N+:26]([O-:28])=[O:27])=[CH:24][CH:23]=[CH:22][N:21]=2)[CH2:9][CH2:8]1)=[O:6])[CH3:1]. Procedure details: A mixture of 1-(1,1-dimethylethoxycarbonyl)-4-(butylamino)piperidine (VIII, EXAMPLE 86, 1.30 g), 2-chloro-3-nitropyridine (804 mg) and diisopropylethylamine (1.77 ml) in N-methyl-2-pyrrolidinone (15 ml) is stirred at 85° for 24 hrs, diluted with water (75 ml) and methylene chloride (150 ml), and the layers are separated. The aqueous phase is extracted with methylene chloride (2×25 ml) and the combined organic phase is washed with saline (25 ml), dried over sodium sulfate, and concentrated under ... Reactants: C1CCOC1, Nc1ccc(N2CCOCC2)cc1, O=C1Nc2cc(C(=O)c3cccc(NC(=O)c4cccs4)c3)ccc2C1=CO. The product is O=C1Nc2cc(C(=O)c3cccc(NC(=O)c4cccs4)c3)ccc2C1=CNc1ccc(N2CCOCC2)cc1. RXN SMILES: [CH2:42]1[O:43][CH2:44][CH2:45][CH2:46]1.[NH2:29][c:30]1[cH:31][cH:32][c:33]([N:36]2[CH2:37][CH2:38][O:39][CH2:40][CH2:41]2)[cH:34][cH:35]1.[OH:1][CH:2]=[C:3]1[C:4](=[O:28])[NH:5][c:6]2[cH:7][c:8]([C:12](=[O:13])[c:14]3[cH:15][c:16]([NH:20][C:21](=[O:22])[c:23]4[s:24][cH:25][cH:26][cH:27]4)[cH:17][cH:18][cH:19]3)[cH:9][cH:10][c:11]21>>[CH:2](=[C:3]1[C:4](=[O:28])[NH:5][c:6]2[cH:7][c:8]([C:12](=[O:13])[c:14]3[cH:15][c:16]([NH:20][C:21](=[O:22])[c:23]4[s:24][cH:25][cH:26][cH:27]4)[cH:17][cH:18][cH:19]3)[cH:9][cH:10][c:11]21)[NH:29][c:30]1[cH:31][cH:32][c:33]([N:36]2[CH2:37][CH2:38][O:39][CH2:40][CH2:41]2)[cH:34][cH:35]1. Reactants: CC(C)O, O=C(O)Cc1cc(C(F)(F)F)ccc1I, O=S(=O)(O)O. Product: CC(C)OC(=O)Cc1cc(C(F)(F)F)ccc1I. Reaction SMILES: [CH3:21][CH:22]([CH3:23])[OH:24].[F:1][C:2]([c:3]1[cH:4][cH:5][c:6]([I:13])[c:7]([CH2:9][C:10](=[O:11])[OH:12])[cH:8]1)([F:14])[F:15].[S:16](=[O:17])(=[O:18])([OH:19])[OH:20]>>[F:1][C:2]([c:3]1[cH:4][cH:5][c:6]([I:13])[c:7]([CH2:9][C:10](=[O:11])[O:12][CH:22]([CH3:21])[CH3:23])[cH:8]1)([F:14])[F:15]. Reactants: CN(C(=O)OC(C)(C)C)c1cc(Oc2ccccc2-c2ccccc2)ccc1[N+](=O)[O-], CO, Cc1ccccc1. The product is CN(C(=O)OC(C)(C)C)c1cc(Oc2ccccc2-c2ccccc2)ccc1N. As a reaction SMILES: [CH3:1][N:2]([C:3]([O:4][C:5]([CH3:6])([CH3:7])[CH3:8])=[O:9])[c:10]1[c:11]([N+:29]([O-:30])=[O:31])[cH:12][cH:13][c:14]([O:16][c:17]2[c:18](-[c:23]3[cH:24][cH:25][cH:26][cH:27][cH:28]3)[cH:19][cH:20][cH:21][cH:22]2)[cH:15]1.[CH3:32][OH:33].[c:34]1([CH3:35])[cH:36][cH:37][cH:38][cH:39][cH:40]1>>[CH3:1][N:2]([C:3]([O:4][C:5]([CH3:6])([CH3:7])[CH3:8])=[O:9])[c:10]1[c:11]([NH2:29])[cH:12][cH:13][c:14]([O:16][c:17]2[c:18](-[c:23]3[cH:24][cH:25][cH:26][cH:27][cH:28]3)[cH:19][cH:20][cH:21][cH:22]2)[cH:15]1. Reactants: CCOC(C)=O, N, C1CCOC1, COc1ccc(-c2cc3ccccc3[nH]2)cc1N=C=S. The product is COc1ccc(-c2cc3ccccc3[nH]2)cc1NC(N)=S. As a reaction SMILES: [CH3:27][CH2:28][O:29][C:30](=[O:31])[CH3:32].[NH3:21].[O:22]1[CH2:23][CH2:24][CH2:25][CH2:26]1.[nH:1]1[c:2](-[c:10]2[cH:11][cH:12][c:13]([O:19][CH3:20])[c:14]([N:16]=[C:17]=[S:18])[cH:15]2)[cH:3][c:4]2[cH:5][cH:6][cH:7][cH:8][c:9]12>>[nH:1]1[c:2](-[c:10]2[cH:11][cH:12][c:13]([O:19][CH3:20])[c:14]([NH:16][C:17](=[S:18])[NH2:21])[cH:15]2)[cH:3][c:4]2[cH:5][cH:6][cH:7][cH:8][c:9]12. Starting materials: COCC(=O)N(C)OC, C#C[Si](C)(C)C, CCCCCC, [Li]CCCC, C1CCOC1. Product: COCC(=O)C#C[Si](C)(C)C. Reaction SMILES: [CH3:12][O:13][N:14]([C:15]([CH2:16][O:17][CH3:18])=[O:19])[CH3:20].[CH3:1][Si:2]([CH3:3])([CH3:4])[C:5]#[CH:6].[CH3:26][CH2:27][CH2:28][CH2:29][CH2:30][CH3:31].[CH3:7][CH2:8][CH2:9][CH2:10][Li:11].[O:21]1[CH2:22][CH2:23][CH2:24][CH2:25]1>>[CH3:1][Si:2]([CH3:3])([CH3:4])[C:5]#[C:6][C:15]([CH2:16][O:17][CH3:18])=[O:19].